describe an organic reaction: reactants, conditions, products, and yield From a dataset of the Open Reaction Database (ORD), a public repository of structured organic reaction records. The reactants are NC1=C(C=NC=C1)C=O (4-Amino-pyridine-3-carbaldehyde), Cl (hydrochloric acid), ClCC(C)=O (chloroacetone), [OH-].[Na+] (sodium hydroxide). Conditions: time 3 day. The product is CC1=NC2=CC=NC=C2C=C1O (2-methyl-[1,6]naphthyridin-3-ol). The yield is 46.0%. RXN SMILES: [NH2:1][C:2]1[CH:7]=[CH:6][N:5]=[CH:4][C:3]=1[CH:8]=O.Cl[CH2:11][C:12](=O)[CH3:13].[OH-:15].[Na+].Cl>>[CH3:13][C:12]1[C:11]([OH:15])=[CH:8][C:3]2[C:2](=[CH:7][CH:6]=[N:5][CH:4]=2)[N:1]=1 |f:2.3|. Procedure details: 4-Amino-pyridine-3-carbaldehyde (1.0 g) and chloroacetone (0.7 g) were suspended in a 5 N aqueous sodium hydroxide solution (5 ml), and the suspension was allowed to stand in a sealed tube for 3 days. The reaction solution was neutralized with 10% hydrochloric acid, and the precipitated crystal was then collected by filtration. Isopropanol was added to the collected crystal, and the mixture was heated under reflux. The reaction solution was cooled to room temperature, and the solvent was then re...